From a dataset of the Open Reaction Database (ORD), a public repository of structured organic reaction records. describe an organic reaction: reactants, conditions, products, and yield The reactants are COC(=O)c1ccc([N+](=O)[O-])cc1S(=O)(=O)NC(C)(C)C, CC(=O)O, Cl, [Fe], O. Yields the product COC(=O)c1ccc(N)cc1S(=O)(=O)NC(C)(C)C. RXN SMILES: [C:1]([CH3:2])([CH3:3])([CH3:4])[NH:5][S:6](=[O:7])(=[O:8])[c:9]1[c:10]([C:11](=[O:12])[O:13][CH3:14])[cH:15][cH:16][c:17]([N+:19]([O-:20])=[O:21])[cH:18]1.[CH3:22][C:23](=[O:24])[OH:25].[ClH:26].[Fe:27].[OH2:28]>>[C:1]([CH3:2])([CH3:3])([CH3:4])[NH:5][S:6](=[O:7])(=[O:8])[c:9]1[c:10]([C:11](=[O:12])[O:13][CH3:14])[cH:15][cH:16][c:17]([NH2:19])[cH:18]1. The reactants are Cl (hydrochloric acid), B.CSC (Borane methyl sulfide), C1(=CC=CC=C1)C(CC(=O)O)(C1=CC=CC=C1)C1=CC=CC=C1 (3,3,3-triphenylpropanoic acid), B(OC)(OC)OC (trimethyl borate). Solvent: O1CCCC1 (tetrahydrofuran), O (water). Conditions: time 18 hour. Product: C1(=CC=CC=C1)C(CCO)(C1=CC=CC=C1)C1=CC=CC=C1 (3,3,3-triphenylpropanol). The yield is 87.5%. Reaction SMILES: B.CSC.[C:5]1([C:11]([C:22]2[CH:27]=[CH:26][CH:25]=[CH:24][CH:23]=2)([C:16]2[CH:21]=[CH:20][CH:19]=[CH:18][CH:17]=2)[CH2:12][C:13](O)=[O:14])[CH:10]=[CH:9][CH:8]=[CH:7][CH:6]=1.B(OC)(OC)OC.Cl>O1CCCC1.O>[C:22]1([C:11]([C:5]2[CH:6]=[CH:7][CH:8]=[CH:9][CH:10]=2)([C:16]2[CH:17]=[CH:18][CH:19]=[CH:20][CH:21]=2)[CH2:12][CH2:13][OH:14])[CH:23]=[CH:24][CH:25]=[CH:26][CH:27]=1 |f:0.1|. Procedure: Borane-methyl sulfide (60 mL, 0.63 mol) was added dropwise to 100 g (0.33 mol) of 3,3,3-triphenylpropanoic acid and 38 mL (0.33 mol) trimethyl borate in 1 liter of anhydrous tetrahydrofuran at room temperature. After 18 hr, the reaction mixture was carefully acidified with 180 mL of conc. hydrochloric acid, stirred for 3 hours and then further diluted with ca. 450 mL of water. The THF layer was collected, the aqueous layer extracted twice with dichloromethane, and the organic layers combined and... Starting materials: ClCCCl, CCN(C(C)C)C(C)C, ClCCl, Nc1ncc(C2=CCNCCC2)cc1-c1nnnn1-c1cccc(F)c1F, O=C(O)C(F)(F)F. Product: Nc1ncc(C2=CCN(C(=O)C(F)(F)F)CCC2)cc1-c1nnnn1-c1cccc(F)c1F. RXN SMILES: [CH2:28]([Cl:29])[CH2:30][Cl:31].[CH:39]([N:40]([CH2:41][CH3:42])[CH:43]([CH3:44])[CH3:45])([CH3:46])[CH3:47].[Cl:48][CH2:49][Cl:50].[F:1][c:2]1[c:3](-[n:9]2[n:10][n:11][n:12][c:13]2-[c:14]2[c:15]([NH2:27])[n:16][cH:17][c:18]([C:20]3=[CH:21][CH2:22][NH:23][CH2:24][CH2:25][CH2:26]3)[cH:19]2)[cH:4][cH:5][cH:6][c:7]1[F:8].[OH:32][C:33](=[O:34])[C:35]([F:36])([F:37])[F:38]>>[F:1][c:2]1[c:3](-[n:9]2[n:10][n:11][n:12][c:13]2-[c:14]2[c:15]([NH2:27])[n:16][cH:17][c:18]([C:20]3=[CH:21][CH2:22][N:23]([C:33](=[O:32])[C:35]([F:36])([F:37])[F:38])[CH2:24][CH2:25][CH2:26]3)[cH:19]2)[cH:4][cH:5][cH:6][c:7]1[F:8].